From a dataset of the Open Reaction Database (ORD), a public repository of structured organic reaction records. describe an organic reaction: reactants, conditions, products, and yield Reactants: C(C)(C)(C)C=1OC(=C(N1)CCO)C (2-(2-tert-butyl-5-methyl-oxazol-4-yl)-ethanol), C(CCC)P(CCCC)CCCC (tributylphosphine), CN(C(=O)N=NC(=O)N(C)C)C (N,N,N′,N′-tetramethyl azodicarboxamide), COC([C@H](CC1=C(C=C(C=C1C)O)C)OCC)=O ((2S)-2-ethoxy-3-(4-hydroxy-2,6-dimethyl-phenyl)-propionic acid methyl ester). Procedure details: In analogy to the Mitsunobu-procedure described in example 1, step f], (2S)-2-ethoxy-3-(4-hydroxy-2,6-dimethyl-phenyl)-propionic acid methyl ester (example 51 e]) was reacted with 2-(2-tert-butyl-5-methyl-oxazol-4-yl)-ethanol (example 1, step e])) in the presence of tributylphosphine and N,N,N′,N′-tetramethyl azodicarboxamide to yield (S)-3-{4-[2-(2-tert-butyl-5-methyl-oxazol-4-yl)-ethoxy]-2,6-dimethyl-phenyl}-2-ethoxy-propionic acid methyl ester as colorless oil. Product: COC([C@H](CC1=C(C=C(C=C1C)OCCC=1N=C(OC1C)C(C)(C)C)C)OCC)=O ((S)-3-{4-[2-(2-tert-butyl-5-methyl-oxazol-4-yl)-ethoxy]-2,6-dimethyl-phenyl}-2-ethoxy-propionic acid methyl ester). RXN SMILES: [CH3:1][O:2][C:3](=[O:18])[C@@H:4]([O:15][CH2:16][CH3:17])[CH2:5][C:6]1[C:11]([CH3:12])=[CH:10][C:9]([OH:13])=[CH:8][C:7]=1[CH3:14].[C:19]([C:23]1[O:24][C:25]([CH3:31])=[C:26]([CH2:28][CH2:29]O)[N:27]=1)([CH3:22])([CH3:21])[CH3:20].C(P(CCCC)CCCC)CCC.CN(C)C(N=NC(N(C)C)=O)=O>>[CH3:1][O:2][C:3](=[O:18])[C@@H:4]([O:15][CH2:16][CH3:17])[CH2:5][C:6]1[C:11]([CH3:12])=[CH:10][C:9]([O:13][CH2:29][CH2:28][C:26]2[N:27]=[C:23]([C:19]([CH3:20])([CH3:22])[CH3:21])[O:24][C:25]=2[CH3:31])=[CH:8][C:7]=1[CH3:14]. The reactants are FC(CC(=O)O)=C(F)F (3,4,4-trifiuoro-3-butenoic acid), C(C(=O)Cl)(=O)Cl (oxalyl chloride). Reagents/catalysts: CN(C)C=O (DMF). Yields the product FC(CC(=O)Cl)=C(F)F (3,4,4-trifluoro-3-butenoyl chloride). As a reaction SMILES: [F:1][C:2](=[C:7]([F:9])[F:8])[CH2:3][C:4](O)=[O:5].C(Cl)(=O)C([Cl:13])=O>CN(C=O)C>[F:1][C:2](=[C:7]([F:9])[F:8])[CH2:3][C:4]([Cl:13])=[O:5]. Reported procedure: Reaction of 3,4,4-trifiuoro-3-butenoic acid (IV) with oxalyl chloride in the presence of DMF as a catalyst without any solvent to give 3,4,4-trifluoro-3-butenoyl chloride (V). The reactants are BrC=1C=2N(C=CC1)N=C(N2)Cl (8-bromo-2-chloro-[1,2,4]triazolo[1,5-a]pyridine), C(C)(C)OC1=C(C=CC=C1)B(O)O (2-isopropoxyphenylboronic acid), Example 2c. Yields the product ClC1=NN2C(C(=CC=C2)C2=C(C=CC=C2)OC(C)C)=N1 (2-Chloro-8-(2-isopropoxy-phenyl)-[1,2,4]triazolo[1,5-a]pyridine). Reaction SMILES: Br[C:2]1[C:3]2[N:4]([N:8]=[C:9]([Cl:11])[N:10]=2)[CH:5]=[CH:6][CH:7]=1.[CH:12]([O:15][C:16]1[CH:21]=[CH:20][CH:19]=[CH:18][C:17]=1B(O)O)([CH3:14])[CH3:13]>>[Cl:11][C:9]1[N:10]=[C:3]2[C:2]([C:17]3[CH:18]=[CH:19][CH:20]=[CH:21][C:16]=3[O:15][CH:12]([CH3:14])[CH3:13])=[CH:7][CH:6]=[CH:5][N:4]2[N:8]=1. Procedure: 2-Chloro-8-(2-isopropoxy-phenyl)-[1,2,4]triazolo[1,5-a]pyridine was prepared from 8-bromo-2-chloro-[1,2,4]triazolo[1,5-a]pyridine and 2-isopropoxyphenylboronic acid in a manner analogous to Example 2c (0.24 g, 40%). MS=288 (MH)+. The solvent is C(C)(=O)OCC (ethyl acetate), C(C)(=O)OCC (ethyl acetate). The product is Cl.ClC1=CC=C(C=C1)C1NCCN(C1)C1=NC(=CC(N1C)=O)C1=CC=NC=C1 (2-(2-(4-chlorophenyl)-piperazine-4-yl)-3-methyl-6-(4-pyridyl)pyrimidin-4-one hydrochloride). Starting materials: Cl (Hydrogen chloride), C(C)(C)(C)OC(=O)N1C(CN(CC1)C1=NC(=CC(N1C)=O)C1=CC=NC=C1)C1=CC=C(C=C1)Cl (2-(1-(tert-butoxycarbonyl)-2-(4-chlorophenyl)-piperazine-4-yl)-3-methyl-6-(4-pyridyl)pyrimidin-4-one). As a reaction SMILES: Cl.C(OC([N:9]1[CH2:14][CH2:13][N:12]([C:15]2[N:20]([CH3:21])[C:19](=[O:22])[CH:18]=[C:17]([C:23]3[CH:28]=[CH:27][N:26]=[CH:25][CH:24]=3)[N:16]=2)[CH2:11][CH:10]1[C:29]1[CH:34]=[CH:33][C:32]([Cl:35])=[CH:31][CH:30]=1)=O)(C)(C)C>C(OCC)(=O)C>[ClH:35].[Cl:35][C:32]1[CH:31]=[CH:30][C:29]([CH:10]2[CH2:11][N:12]([C:15]3[N:20]([CH3:21])[C:19](=[O:22])[CH:18]=[C:17]([C:23]4[CH:24]=[CH:25][N:26]=[CH:27][CH:28]=4)[N:16]=3)[CH2:13][CH2:14][NH:9]2)=[CH:34][CH:33]=1 |f:3.4|. Procedure details: 4N Hydrogen chloride in ethyl acetate was added to the solution of 2-(1-(tert-butoxycarbonyl)-2-(4-chlorophenyl)-piperazine-4-yl)-3-methyl-6-(4-pyridyl)pyrimidin-4-one (500 mg, 1.0 mmol) in ethyl acetate and stirred. Filtration and successive dryness gave the title compound (373 mg, 79%). Yield: 178.3%. Reaction SMILES: [Al+3:28].[Br:1][c:2]1[cH:3][c:4]([Cl:12])[c:5]([CH2:8][C:9](=[O:10])[OH:11])[cH:6][cH:7]1.[Cl-:13].[Cl-:27].[Cl-:29].[Cl-:30].[F:14][c:15]1[cH:16][cH:17][cH:18][c:19]2[c:24]1[O:23][CH2:22][C:21](=[O:25])[N:20]2[CH3:26]>>[Br:1][c:2]1[cH:3][c:4]([Cl:12])[c:5]([CH2:8][C:9](=[O:11])[c:17]2[cH:16][c:15]([F:14])[c:24]3[c:19]([cH:18]2)[N:20]([CH3:26])[C:21](=[O:25])[CH2:22][O:23]3)[cH:6][cH:7]1. The product is CN1C(=O)COc2c(F)cc(C(=O)Cc3ccc(Br)cc3Cl)cc21. Reactants: [Al+3], O=C(O)Cc1ccc(Br)cc1Cl, [Cl-], [Cl-], [Cl-], [Cl-], CN1C(=O)COc2c(F)cccc21. Reported procedure: Prepared from the glycidyl ether of dodecanol. Product: C(CCCCCCCCCCC)OCC1COCC(O1)=O (6-Dodecyloxymethyl-1,4-dioxan-2-one). RXN SMILES: [CH2:1]([O:5][CH2:6][CH:7]1[O:9]C1)[CH:2]1[O:4][CH2:3]1.[CH2:10]([OH:22])[CH2:11][CH2:12][CH2:13][CH2:14][CH2:15][CH2:16][CH2:17][CH2:18][CH2:19][CH2:20][CH3:21]>>[CH2:10]([O:22][CH2:3][CH:2]1[O:4][C:7](=[O:9])[CH2:6][O:5][CH2:1]1)[CH2:11][CH2:12][CH2:13][CH2:14][CH2:15][CH2:16][CH2:17][CH2:18][CH2:19][CH2:20][CH3:21]. Reactants: C(C1CO1)OCC1CO1 (glycidyl ether), C(CCCCCCCCCCC)O (dodecanol). Yields the product CC(C)CCC1C(=O)N(CSc2ccccc2)S(=O)(=O)N1C. As a reaction SMILES: [C:16](=[O:17])([O-:18])[O-:19].[CH3:2][CH:3]([CH2:4][CH2:5][CH:6]1[C:7](=[O:14])[NH:8][S:9](=[O:12])(=[O:13])[N:10]1[CH3:11])[CH3:15].[CH3:31][OH:32].[Cs+:20].[Cs+:21].[Cs:1].[O:33]=[CH:34][N:35]([CH3:36])[CH3:37].[c:22]1([S:28][CH2:29][Cl:30])[cH:23][cH:24][cH:25][cH:26][cH:27]1>>[CH3:2][CH:3]([CH2:4][CH2:5][CH:6]1[C:7](=[O:14])[N:8]([CH2:29][S:28][c:22]2[cH:23][cH:24][cH:25][cH:26][cH:27]2)[S:9](=[O:12])(=[O:13])[N:10]1[CH3:11])[CH3:15]. The reactants are O=C([O-])[O-], CC(C)CCC1C(=O)NS(=O)(=O)N1C, CO, [Cs+], [Cs+], [Cs], CN(C)C=O, ClCSc1ccccc1. Isolated yield 30.8%. Reported procedure: 1,7-Diaminoheptane (5.2 g) was warmed gently until molten and to it was added N-cyano-N'-[2-((4-methyl-5-imidazolyl)methylthio)ethyl]-S-methylisothiourea (2.69 g). After stirring for 15 hours at room temperature the reaction mixture was extracted with ether to remove excess of the diamine starting material and then purified on a silica gel chromatographic column, eluting with isopropanol to give the title compound (1.08 g), m.p. 84°-87° C. The product is C(#N)NC(=NCCSCC1=C(N=CN1)C)NCCCCCCCN (N-Cyano-N'-(7-aminoheptyl)-N"-[2-((4-methyl-5-imidazolyl)methylthio)ethyl]guanidine). Run at time 15 hour. Starting materials: NCCCCCCCN (1,7-Diaminoheptane), C(#N)NC(SC)=NCCSCC1=C(N=CN1)C (N-cyano-N'-[2-((4-methyl-5-imidazolyl)methylthio)ethyl]-S-methylisothiourea). Reaction SMILES: [NH2:1][CH2:2][CH2:3][CH2:4][CH2:5][CH2:6][CH2:7][CH2:8][NH2:9].[C:10]([NH:12][C:13](=[N:16][CH2:17][CH2:18][S:19][CH2:20][C:21]1[NH:25][CH:24]=[N:23][C:22]=1[CH3:26])SC)#[N:11]>>[C:10]([NH:12][C:13]([NH:1][CH2:2][CH2:3][CH2:4][CH2:5][CH2:6][CH2:7][CH2:8][NH2:9])=[N:16][CH2:17][CH2:18][S:19][CH2:20][C:21]1[NH:25][CH:24]=[N:23][C:22]=1[CH3:26])#[N:11].